The task is: describe an organic reaction: reactants, conditions, products, and yield. This data is from the Open Reaction Database (ORD), a public repository of structured organic reaction records. Starting materials: CSSC, CC(C)(C)ON=O, COc1cc(F)c(C(C)C)cc1-c1ccc(N)cc1CN1C(=O)OC(c2cc(C(F)(F)F)cc(C(F)(F)F)c2)C1C. The product is COc1cc(F)c(C(C)C)cc1-c1ccc(SC)cc1CN1C(=O)OC(c2cc(C(F)(F)F)cc(C(F)(F)F)c2)C1C. RXN SMILES: [CH3:49][S:50][S:51][CH3:52].[N:42]([O:43][C:44]([CH3:45])([CH3:46])[CH3:47])=[O:48].[NH2:1][c:2]1[cH:3][c:4]([CH2:20][N:21]2[C:22](=[O:41])[O:23][CH:24]([c:27]3[cH:28][c:29]([C:37]([F:38])([F:39])[F:40])[cH:30][c:31]([C:33]([F:34])([F:35])[F:36])[cH:32]3)[CH:25]2[CH3:26])[c:5](-[c:8]2[c:9]([O:18][CH3:19])[cH:10][c:11]([F:17])[c:12]([CH:14]([CH3:15])[CH3:16])[cH:13]2)[cH:6][cH:7]1>>[c:2]1([S:50][CH3:49])[cH:3][c:4]([CH2:20][N:21]2[C:22](=[O:41])[O:23][CH:24]([c:27]3[cH:28][c:29]([C:37]([F:38])([F:39])[F:40])[cH:30][c:31]([C:33]([F:34])([F:35])[F:36])[cH:32]3)[CH:25]2[CH3:26])[c:5](-[c:8]2[c:9]([O:18][CH3:19])[cH:10][c:11]([F:17])[c:12]([CH:14]([CH3:15])[CH3:16])[cH:13]2)[cH:6][cH:7]1. Reactants: [Al+3], C1CCOC1, Cl, [H-], [H-], [H-], [H-], [Li+], O=C(Cc1cccs1)N1CCOCC1. Product: c1csc(CCN2CCOCC2)c1. Reaction SMILES: [Al+3:2].[CH2:22]1[O:23][CH2:24][CH2:25][CH2:26]1.[ClH:21].[H-:1].[H-:4].[H-:5].[H-:6].[Li+:3].[s:7]1[c:8]([CH2:12][C:13](=[O:14])[N:15]2[CH2:16][CH2:17][O:18][CH2:19][CH2:20]2)[cH:9][cH:10][cH:11]1>>[s:7]1[c:8]([CH2:12][CH2:13][N:15]2[CH2:16][CH2:17][O:18][CH2:19][CH2:20]2)[cH:9][cH:10][cH:11]1.